From a dataset of the Open Reaction Database (ORD), a public repository of structured organic reaction records. describe an organic reaction: reactants, conditions, products, and yield Starting materials: FB(F)F, Clc1ccc(Cc2ccccc2OCc2ccccc2)cc1, ClCCl, CCOCC, CSC, O. Product: Oc1ccccc1Cc1ccc(Cl)cc1. As a reaction SMILES: [B:9]([F:10])([F:11])[F:12].[CH2:13]([c:14]1[cH:15][cH:16][cH:17][cH:18][cH:19]1)[O:20][c:21]1[c:22]([CH2:27][c:28]2[cH:29][cH:30][c:31]([Cl:34])[cH:32][cH:33]2)[cH:23][cH:24][cH:25][cH:26]1.[CH2:36]([Cl:37])[Cl:38].[CH2:4]([O:5][CH2:6][CH3:7])[CH3:8].[CH3:1][S:2][CH3:3].[OH2:35]>>[OH:20][c:21]1[c:22]([CH2:27][c:28]2[cH:29][cH:30][c:31]([Cl:34])[cH:32][cH:33]2)[cH:23][cH:24][cH:25][cH:26]1.